This data is from the Open Reaction Database (ORD), a public repository of structured organic reaction records. The task is: describe an organic reaction: reactants, conditions, products, and yield Reactants: BrC1=C(COCCOCCO)C=CC=C1 (2-(2-{(2-Bromobenzyl)oxy}ethoxy)ethanol), C(COCCOCCO)O (triethylenglycol). Yields the product BrC1=C(COCCOCCOCCO)C=CC=C1 (2-(2-{2-[(2-Bromobenzyl)oxy]ethoxy}ethoxy)ethanol). Reaction SMILES: [Br:1][C:2]1[CH:15]=[CH:14][CH:13]=[CH:12][C:3]=1[CH2:4][O:5][CH2:6][CH2:7][O:8][CH2:9][CH2:10][OH:11].[CH2:16](O)[CH2:17][O:18]CCOCCO>>[Br:1][C:2]1[CH:15]=[CH:14][CH:13]=[CH:12][C:3]=1[CH2:4][O:5][CH2:6][CH2:7][O:8][CH2:9][CH2:10][O:11][CH2:16][CH2:17][OH:18]. Procedure: The compound was prepared and worked up as described in the preparation of compound 415, using triethylenglycol (16.0 mL, 120 mmol) instead of diethylenglycol. The crude product was purified by flash chromatography using DCM/acetone 6:1–3:1 as the eluent to afford the title compound as a pale yellow oil. The reactants are CO, COC(=O)C1CC1c1ccccc1F, [Na+], C1CCOC1, [OH-], O. The product is O=C(O)C1CC1c1ccccc1F. RXN SMILES: [CH3:18][OH:19].[F:1][c:2]1[c:3]([CH:8]2[CH:9]([C:11](=[O:12])[O:13][CH3:14])[CH2:10]2)[cH:4][cH:5][cH:6][cH:7]1.[Na+:16].[O:20]1[CH2:21][CH2:22][CH2:23][CH2:24]1.[OH-:15].[OH2:17]>>[F:1][c:2]1[c:3]([CH:8]2[CH:9]([C:11](=[O:12])[OH:13])[CH2:10]2)[cH:4][cH:5][cH:6][cH:7]1. The reactants are C1CCOC1, C[Si](C)(C)N=C=O, CC(C)C(=NO)c1c(-c2ccc(Cl)cc2)nn2ccccc12, c1ccncc1. The product is CC(C)C(=NOC(N)=O)c1c(-c2ccc(Cl)cc2)nn2ccccc12. Reaction SMILES: [CH2:36]1[O:37][CH2:38][CH2:39][CH2:40]1.[CH3:23][Si:24]([CH3:25])([CH3:26])[N:27]=[C:28]=[O:29].[Cl:1][c:2]1[cH:3][cH:4][c:5](-[c:8]2[n:9][n:10]3[c:11]([cH:12][cH:13][cH:14][cH:15]3)[c:16]2[C:17]([CH:18]([CH3:19])[CH3:20])=[N:21][OH:22])[cH:6][cH:7]1.[cH:30]1[cH:31][cH:32][n:33][cH:34][cH:35]1>>[Cl:1][c:2]1[cH:3][cH:4][c:5](-[c:8]2[n:9][n:10]3[c:11]([cH:12][cH:13][cH:14][cH:15]3)[c:16]2[C:17]([CH:18]([CH3:19])[CH3:20])=[N:21][O:22][C:28]([NH2:27])=[O:29])[cH:6][cH:7]1. Starting materials: COC(=O)c1cc(Br)cc(-c2ccc(C)cn2)c1, O=C([O-])O, CC(C)(C)P(C(C)(C)C)C(C)(C)C, CC(C)(C)P(C(C)(C)C)C(C)(C)C, CCCC[Sn](CCCC)(CCCC)c1ncco1, C1COCCO1, CCOC(C)=O, [Cs+], [F-], [Na+], [Pd]. As a reaction SMILES: [Br:1][c:2]1[cH:3][c:4]([C:5](=[O:6])[O:7][CH3:8])[cH:9][c:10](-[c:12]2[n:13][cH:14][c:15]([CH3:18])[cH:16][cH:17]2)[cH:11]1.[C:39](=[O:40])([OH:41])[O-:42].[C:51]([P:52]([C:53]([CH3:54])([CH3:55])[CH3:56])[C:57]([CH3:58])([CH3:59])[CH3:60])([CH3:61])([CH3:62])[CH3:63].[C:64]([P:65]([C:66]([CH3:67])([CH3:68])[CH3:69])[C:70]([CH3:71])([CH3:72])[CH3:73])([CH3:74])([CH3:75])[CH3:76].[CH2:21]([Sn:22]([CH2:23][CH2:24][CH2:25][CH3:31])([c:26]1[o:27][cH:28][cH:29][n:30]1)[CH2:32][CH2:33][CH2:34][CH3:35])[CH2:36][CH2:37][CH3:38].[CH2:44]1[O:45][CH2:46][CH2:47][O:48][CH2:49]1.[CH3:77][CH2:78][O:79][C:80](=[O:81])[CH3:82].[Cs+:20].[F-:19].[Na+:43].[Pd:50]>>[c:2]1(-[c:26]2[o:27][cH:28][cH:29][n:30]2)[cH:3][c:4]([C:5](=[O:6])[O:7][CH3:8])[cH:9][c:10](-[c:12]2[n:13][cH:14][c:15]([CH3:18])[cH:16][cH:17]2)[cH:11]1. Yields the product COC(=O)c1cc(-c2ccc(C)cn2)cc(-c2ncco2)c1. Reactants: C[Zn](C)(C)([Li])([Li])c1ccccc1 (effective_coupling_partner), CC[Si](CC)(CC)Oc2ccc1ccccc1c2 (substrate). The reagents and catalysts are PCy3. Conditions: temperature 25 celsius, time 12 hour. Yields the product c3ccc(c2ccc1ccccc1c2)cc3. Reactants: CC(Cl)c1cccnc1, NCCc1cn2cccnc2n1. The reagents and catalysts are O=C([O-])[O-].[Cs+].[Cs+] (cesium carbonate), [I-].[K+] (potassium iodide). Run in CN(C)C=O (DMF), CN(C)C=O (dmf), CN(C)C=O (DMF). Reaction conditions: temperature 70 celsius, time 16 hour. The product is CC(NCCc1cn2cccnc2n1)c1cccnc1. The reactants are ClC1=NC(=NC(=N1)NC1=CC(=C(C=C1)OC)Cl)NC1CCCCCC1 (6-Chloro-N-(3-chloro-4-methoxy-phenyl)-N′-cycloheptyl-[1,3,5]triazine-2,4-diamine), C(C)C=1OC=CC(C1O)=O (2-ethyl-3-hydroxy-4H-pyran-4-one), C(=O)([O-])[O-].[K+].[K+] (K2CO3). Run in CN(C=O)C (dimethylformamide), O (water). Run at temperature 80 celsius, time 6 hour. Yields the product ClC=1C=C(NC2=NC(=NC(=N2)NC2CCCCCC2)OC2=C(OC=CC2=O)CC)C=CC1OC (3-[4-(3-chloro-4-methoxyanilino)-6-cycloheptylamino-1,3,5-triazin-2-yloxy]-2-ethyl-4H-4-pyranone), solid. Yield: 52.0%. As a reaction SMILES: Cl[C:2]1[N:7]=[C:6]([NH:8][C:9]2[CH:14]=[CH:13][C:12]([O:15][CH3:16])=[C:11]([Cl:17])[CH:10]=2)[N:5]=[C:4]([NH:18][CH:19]2[CH2:25][CH2:24][CH2:23][CH2:22][CH2:21][CH2:20]2)[N:3]=1.[CH2:26]([C:28]1[O:29][CH:30]=[CH:31][C:32](=[O:35])[C:33]=1[OH:34])[CH3:27].C([O-])([O-])=O.[K+].[K+]>CN(C)C=O.O>[Cl:17][C:11]1[CH:10]=[C:9]([CH:14]=[CH:13][C:12]=1[O:15][CH3:16])[NH:8][C:6]1[N:5]=[C:4]([NH:18][CH:19]2[CH2:25][CH2:24][CH2:23][CH2:22][CH2:21][CH2:20]2)[N:3]=[C:2]([O:34][C:33]2[C:32](=[O:35])[CH:31]=[CH:30][O:29][C:28]=2[CH2:26][CH3:27])[N:7]=1 |f:2.3.4|. Procedure: A mixture of 133 (0.3 g, 0.78 mmol), 2-ethyl-3-hydroxy-4H-pyran-4-one (0.11 g, 0.78 mmol) and K2CO3 (0.54 g, 3.91 mmol) in dimethylformamide (15 mL) was stirred at 80° C. for 6 hours under nitrogen atmosphere. After completion of the reaction the mixture was cooled to 25° C. and diluted with water (50 mL). The precipitated solid was filtered off and dried under vacuum to afford the title compound E19 as an off-white solid (0.2 g, 52%). mp 124–126° C.; HPLC: Inertsil ODS 3V (250×4.6 mm) 5 microns... Reactants: [N+](=O)([O-])C1=CC2=C(SC3(CC2=O)CCN(CC3)C(C3=CC=CC=C3)=O)S1 (2'-nitro-1-(benzoyl)spiro(piperidine-4,6'-(6H)thieno[2,3-b]thiopyran)-4'(5'H)-one), Cl (HCl). Solvent: CO (methanol). The product is Cl.[N+](=O)([O-])C1=CC2=C(SC3(CC2=O)CCNCC3)S1 (2'-Nitrospiro(piperidine-4,6'-(6H)thieno[2,3-b]thiopyran)-4'(5'H)-one hydrochloride). Isolated yield 73.0%. RXN SMILES: [N+:1]([C:4]1[S:26][C:7]2[S:8][C:9]3([CH2:17][CH2:16][N:15](C(=O)C4C=CC=CC=4)[CH2:14][CH2:13]3)[CH2:10][C:11](=[O:12])[C:6]=2[CH:5]=1)([O-:3])=[O:2].[ClH:27]>CO>[ClH:27].[N+:1]([C:4]1[S:26][C:7]2[S:8][C:9]3([CH2:13][CH2:14][NH:15][CH2:16][CH2:17]3)[CH2:10][C:11](=[O:12])[C:6]=2[CH:5]=1)([O-:3])=[O:2] |f:3.4|. Reported procedure: A suspension of 1.1 g (2.9 mmol) of 2'-nitro-1-(benzoyl)spiro(piperidine-4,6'-(6H)thieno[2,3-b]thiopyran)-4'(5'H)-one in 25 mL methanol was treated with 25 ml of 6N HCl and heated to reflux for 3 days. The reaction was cooled to ambient temperature and the solid collected and dried in vacuo, to give 680 mg (73%) of the product, mp=262° C.